Dataset: the Open Reaction Database (ORD), a public repository of structured organic reaction records. Task: describe an organic reaction: reactants, conditions, products, and yield Starting materials: N1C=NC=C1 (imidazole), II (Iodine), ClC1=CC=C(OCC2=NC3=C(C=CC=C3C(N2CCCO)=O)OC)C=C1 (2-(4-chloro-phenoxymethyl)-3-(3-hydroxy-propyl)-8-methoxy-3H-quinazolin-4-one), C1(=CC=CC=C1)P(C1=CC=CC=C1)C1=CC=CC=C1 (triphenylphosphine). Solvent: C1(=CC=CC=C1)C (toluene), C(Cl)(Cl)Cl (CHCl3). Reaction conditions: time 17 hour. Yields the product ClC1=CC=C(OCC2=NC3=C(C=CC=C3C(N2CCCI)=O)OC)C=C1 (2-(4-chloro-phenoxymethyl)-3-(3-iodo-propyl)-8-methoxy-3H-quinazolin-4-one). Yield: 35.0%. Reaction SMILES: [I:1]I.[Cl:3][C:4]1[CH:28]=[CH:27][C:7]([O:8][CH2:9][C:10]2[N:19]([CH2:20][CH2:21][CH2:22]O)[C:18](=[O:24])[C:17]3[C:12](=[C:13]([O:25][CH3:26])[CH:14]=[CH:15][CH:16]=3)[N:11]=2)=[CH:6][CH:5]=1.C1(P(C2C=CC=CC=2)C2C=CC=CC=2)C=CC=CC=1.N1C=CN=C1>C1(C)C=CC=CC=1.C(Cl)(Cl)Cl>[Cl:3][C:4]1[CH:28]=[CH:27][C:7]([O:8][CH2:9][C:10]2[N:19]([CH2:20][CH2:21][CH2:22][I:1])[C:18](=[O:24])[C:17]3[C:12](=[C:13]([O:25][CH3:26])[CH:14]=[CH:15][CH:16]=3)[N:11]=2)=[CH:6][CH:5]=1. Procedure details: Iodine (1016 mg, 4 mmol) was added to a mixture of the product from Step A above, triphenylphosphine (1050 mg, 4 mmol) and imidazole (545 mg, 8 mmol) in toluene (20 mL) at 0° C. The reaction mixture was slowly allowed to warm to room temperature and was stirred for 17 h and diluted with CHCl3. The organic solution was washed with sat'd aq NaHCO3, sat'd aq NaCl, dried and concentrated. The crude residue was chromatographed on SiO2-gel using 30% EtOAc/hexanes to yield the product as a yellow oil (... Reactants: O=C1c2ccccc2C(=O)N1CCCBr, O=C([O-])[O-], CN(C)C=O, O=[N+]([O-])c1cc(O)ccc1Cl, [K+], [K+], O. Yields the product O=C1c2ccccc2C(=O)N1CCCOc1ccc(Cl)c([N+](=O)[O-])c1. RXN SMILES: [Br:12][CH2:13][CH2:14][CH2:15][N:16]1[C:17](=[O:26])[c:18]2[c:19]([cH:22][cH:23][cH:24][cH:25]2)[C:20]1=[O:21].[C:27](=[O:28])([O-:29])[O-:30].[CH3:34][N:35]([CH3:36])[CH:37]=[O:38].[Cl:1][c:2]1[c:3]([N+:9](=[O:10])[O-:11])[cH:4][c:5]([OH:8])[cH:6][cH:7]1.[K+:31].[K+:32].[OH2:33]>>[Cl:1][c:2]1[c:3]([N+:9](=[O:10])[O-:11])[cH:4][c:5]([O:8][CH2:13][CH2:14][CH2:15][N:16]2[C:17](=[O:26])[c:18]3[c:19]([cH:22][cH:23][cH:24][cH:25]3)[C:20]2=[O:21])[cH:6][cH:7]1. The reactants are [BH3-]C#N, C1CCOC1, COCC=O, COC(OC)OC, CO, Cc1ccnc(Nc2ncc(Sc3ccnc(C(=O)NCC4(c5ccncc5)CCNCC4)c3F)s2)c1, [K+], [Na+], [Na+], CC(=O)[O-], O=C([O-])O. Product: COCCN1CCC(CNC(=O)c2nccc(Sc3cnc(Nc4cc(C)ccn4)s3)c2F)(c2ccncc2)CC1. Reaction SMILES: [C:55]([BH3-:56])#[N:57].[CH2:66]1[O:67][CH2:68][CH2:69][CH2:70]1.[CH3:38][O:39][CH2:40][CH:41]=[O:42].[CH3:48][O:49][CH:50]([O:51][CH3:52])[O:53][CH3:54].[CH3:64][OH:65].[F:1][c:2]1[c:3]([C:22](=[O:23])[NH:24][CH2:25][C:26]2([c:32]3[cH:33][cH:34][n:35][cH:36][cH:37]3)[CH2:27][CH2:28][NH:29][CH2:30][CH2:31]2)[n:4][cH:5][cH:6][c:7]1[S:8][c:9]1[cH:10][n:11][c:12]([NH:14][c:15]2[n:16][cH:17][cH:18][c:19]([CH3:21])[cH:20]2)[s:13]1.[K+:47].[Na+:58].[Na+:63].[O-:43][C:44]([CH3:45])=[O:46].[O-:59][C:60]([OH:61])=[O:62]>>[F:1][c:2]1[c:3]([C:22](=[O:23])[NH:24][CH2:25][C:26]2([c:32]3[cH:33][cH:34][n:35][cH:36][cH:37]3)[CH2:27][CH2:28][N:29]([CH2:41][CH2:40][O:39][CH3:38])[CH2:30][CH2:31]2)[n:4][cH:5][cH:6][c:7]1[S:8][c:9]1[cH:10][n:11][c:12]([NH:14][c:15]2[n:16][cH:17][cH:18][c:19]([CH3:21])[cH:20]2)[s:13]1. Starting materials: C(C)OC(CC(=O)NC1=CC(=NN1)C(=O)OCC)=O (ethyl 5-[(3-ethoxy-3-oxopropanoyl)amino]-1H-pyrazole-3-carboxylate), N,N-dimethylaminopyridine. Solvent: C(C)O (ethanol), O (water). Run at time 22 hour. Product: OC1=NC=2N(C(=C1)O)N=C(C2)C(=O)OCC (ethyl 5,7-dihydroxypyrazolo[1,5-a]pyrimidine-2-carboxylate). Reaction SMILES: C([O:3][C:4](=O)[CH2:5][C:6]([NH:8][C:9]1[NH:13][N:12]=[C:11]([C:14]([O:16][CH2:17][CH3:18])=[O:15])[CH:10]=1)=[O:7])C>C(O)C.O>[OH:7][C:6]1[CH:5]=[C:4]([OH:3])[N:13]2[N:12]=[C:11]([C:14]([O:16][CH2:17][CH3:18])=[O:15])[CH:10]=[C:9]2[N:8]=1. Reported procedure: To a suspension of ethyl 5-[(3-ethoxy-3-oxopropanoyl)amino]-1H-pyrazole-3-carboxylate (2.60 g, 9.66 mmol) in ethanol (50 mL) and water (50 mL) was added N,N-dimethylaminopyridine (3.54 g, 29.0 mmol) at room temperature. After being stirred for 22 h, the reaction mixture was concentrated in vacuo. The residue was triturated with ethyl acetate/ethanol to give ethyl 5,7-dihydroxypyrazolo[1,5-a]pyrimidine-2-carboxylate. MS (APCI): m/z 224 (M+H), 123 (M+H, DMAP). Conditions: temperature 90 celsius, time 15 minute. The product is NC1=C(C=C(C=C1F)CC(=O)OCC)F (Ethyl (4-amino-3,5-difluorophenyl)acetate). Reported procedure: Diethyl (4-amino-3,5-difluorophenyl)propanedioate (0.770 g, 2.68 mmol) was dissolved in ethanol (50 ml) and treated with sodium hydroxide (0.107 g, 2.68 mmol) in water (1.5 ml). This was heated to 90° C. for 55 minutes. Further sodium hydroxide (0.016 g, 0.40 mmol) was added to the reaction and heating continued for 15 minutes. The mixture was cooled to room temperature and evaporated. This was acidified with 2N HCl (20 ml) and extracted ×2 with ethyl acetate (25 ml). The combined organics were ... Isolated yield 106.0%. Run in O (water), C(C)O (ethanol). RXN SMILES: [NH2:1][C:2]1[C:7]([F:8])=[CH:6][C:5]([CH:9](C(OCC)=O)[C:10]([O:12][CH2:13][CH3:14])=[O:11])=[CH:4][C:3]=1[F:20].[OH-].[Na+]>C(O)C.O>[NH2:1][C:2]1[C:3]([F:20])=[CH:4][C:5]([CH2:9][C:10]([O:12][CH2:13][CH3:14])=[O:11])=[CH:6][C:7]=1[F:8] |f:1.2|. Starting materials: [OH-].[Na+] (sodium hydroxide), NC1=C(C=C(C=C1F)C(C(=O)OCC)C(=O)OCC)F (Diethyl (4-amino-3,5-difluorophenyl)propanedioate), [OH-].[Na+] (sodium hydroxide). Reactants: BrC=1N=C2C(=NC1)NC=C2C(=O)C2(CCCCC2)C ((2-bromo-5H-pyrrolo[2,3-b]pyrazin-7-yl)-(1-methyl-cyclohexyl)-methanone), OCCCC=1C=C(C=CC1)B(O)O (3-(3-hydroxypropyl)phenylboronic acid). Yields the product OCCCC=1C=C(C=CC1)C=1N=C2C(=NC1)NC=C2C(=O)C2(CCCCC2)C ({2-[3-(3-Hydroxy-propyl)-phenyl]-5H-pyrrolo[2,3-b]pyrazin-7-yl}-(1-methyl-cyclohexyl)-methanone). As a reaction SMILES: Br[C:2]1[N:3]=[C:4]2[C:10]([C:11]([C:13]3([CH3:19])[CH2:18][CH2:17][CH2:16][CH2:15][CH2:14]3)=[O:12])=[CH:9][NH:8][C:5]2=[N:6][CH:7]=1.[OH:20][CH2:21][CH2:22][CH2:23][C:24]1[CH:25]=[C:26](B(O)O)[CH:27]=[CH:28][CH:29]=1>>[OH:20][CH2:21][CH2:22][CH2:23][C:24]1[CH:29]=[C:28]([C:2]2[N:3]=[C:4]3[C:10]([C:11]([C:13]4([CH3:19])[CH2:18][CH2:17][CH2:16][CH2:15][CH2:14]4)=[O:12])=[CH:9][NH:8][C:5]3=[N:6][CH:7]=2)[CH:27]=[CH:26][CH:25]=1. Procedure details: {2-[3-(3-Hydroxy-propyl)-phenyl]-5H-pyrrolo[2,3-b]pyrazin-7-yl}-(1-methyl-cyclohexyl)-methanone was prepared starting from (2-bromo-5H-pyrrolo[2,3-b]pyrazin-7-yl)-(1-methyl-cyclohexyl)-methanone and 3-(3-hydroxypropyl)phenylboronic acid following general procedures as described in these Examples. MP 80-83° C., M+H=378.